Dataset: the Open Reaction Database (ORD), a public repository of structured organic reaction records. Task: describe an organic reaction: reactants, conditions, products, and yield Reactants: NCCCNC1=NC=CC=C1Cl (2-(3-Aminopropylamino)-3-chloropyridine), ClC1=CC=C(CC=2C(NC(=NC2)SC)=O)C=C1 (5-(4-chlorobenzyl)-2-methylthio-4-pyrimidone). Solvent: N1=CC=CC=C1 (pyridine). Yields the product ClC1=CC=C(CC=2C(NC(=NC2)NCCCNC2=NC=CC=C2Cl)=O)C=C1 (5-(4-chlorobenzyl)-2-[3-(3-chloropyrid-2-ylamino)propylamino]-4-pyrimidone). Reaction SMILES: [NH2:1][CH2:2][CH2:3][CH2:4][NH:5][C:6]1[C:11]([Cl:12])=[CH:10][CH:9]=[CH:8][N:7]=1.[Cl:13][C:14]1[CH:29]=[CH:28][C:17]([CH2:18][C:19]2[C:20](=[O:27])[NH:21][C:22](SC)=[N:23][CH:24]=2)=[CH:16][CH:15]=1>N1C=CC=CC=1>[Cl:13][C:14]1[CH:15]=[CH:16][C:17]([CH2:18][C:19]2[C:20](=[O:27])[NH:21][C:22]([NH:1][CH2:2][CH2:3][CH2:4][NH:5][C:6]3[C:11]([Cl:12])=[CH:10][CH:9]=[CH:8][N:7]=3)=[N:23][CH:24]=2)=[CH:28][CH:29]=1. Procedure details: 2-(3-Aminopropylamino)-3-chloropyridine (1 g) and 5-(4-chlorobenzyl)-2-methylthio-4-pyrimidone (1.3 g) were heated together under reflux in pyridine (20 ml) for 48 hr. The mixture was stripped and recrystallised from dimethyl formamide/ethanol/water to give 5-(4-chlorobenzyl)-2-[3-(3-chloropyrid-2-ylamino)propylamino]-4-pyrimidone 0.7H2O, (1.55 g; 76%) m.p. 180°-81° C. Reactants: [Cs+].ClC1=C(C(=O)[O-])C(=CC=C1)Cl (2,6-dichlorobenzoic acid cesium salt), acid, C([O-])([O-])=O.[Cs+].[Cs+] (cesium carbonate), ClCN1S(N(C(C1=O)CCC)CC)(=O)=O (2-chloromethyl-4-propyl-5-ethyl-1,2,5-thiadiazolidin-3-one 1,1-dioxide). Solvent: CO (methanol), CN(C)C=O (DMF), CO (methanol), ice water. Yields the product ClC1=C(C(=CC=C1)Cl)C(=O)OCN1S(N(C(C1=O)CCC)CC)(=O)=O (2-(2,6-dichloro-phenylcarbonyloxymethyl)-4-propyl-5-ethyl-1,2,5-thiadiazolidin-3-one 1,1-dioxide). The yield is 80.0%. RXN SMILES: [Cs+].[Cl:2][C:3]1[CH:11]=[CH:10][CH:9]=[C:8]([Cl:12])[C:4]=1[C:5]([O-:7])=[O:6].C(=O)([O-])[O-].[Cs+].[Cs+].Cl[CH2:20][N:21]1[C:25](=[O:26])[CH:24]([CH2:27][CH2:28][CH3:29])[N:23]([CH2:30][CH3:31])[S:22]1(=[O:33])=[O:32]>CO.CN(C=O)C>[Cl:2][C:3]1[CH:11]=[CH:10][CH:9]=[C:8]([Cl:12])[C:4]=1[C:5]([O:7][CH2:20][N:21]1[C:25](=[O:26])[CH:24]([CH2:27][CH2:28][CH3:29])[N:23]([CH2:30][CH3:31])[S:22]1(=[O:32])=[O:33])=[O:6] |f:0.1,2.3.4|. Reported procedure: A mixture of 2,6-dichlorobenzoic acid cesium salt (prepared from 0.42 g of the acid and cesium carbonate (0.36 g) in methanol followed by removal of methanol and drying in vacuo) and 2-chloromethyl-4-propyl-5-ethyl-1,2,5-thiadiazolidin-3-one 1,1-dioxide (0.5 g) in DMF was allowed to react at 90°-100° C. for 2 hours, and then cooled. The mixture was diluted with ice/water, extracted with ether/ethyl acetate, and the organic layer was washed with water, brine, and dried. The organic solution was c... Starting materials: C12CN(CC(CC1)N2)CC(O)C2=C(C1=C(C(OC1)=O)C=C2)C (5-[2-(3,8-diazabicyclo[3.2.1]oct-3-yl)-1-hydroxyethyl]-4-methyl-2-benzofuran-1(3H)-one), CC1=C(C=CC=2C(OCC21)=O)C2OC2 (4-methyl-5-oxiran-2-yl-2-benzofuran-1(3H)-one). Run in CS(=O)C (DMSO), O (water). Reaction conditions: temperature 150 celsius. The product is C12CN(CC(CC1)N2CC(O)C2=C(C1=C(C(OC1)=O)C=C2)C)CC(O)C2=C(C1=C(C(OC1)=O)C=C2)C (5,5′-[3,8-diazabicyclo[3.2.1]octane-3,8-diylbis(1-hydroxyethane-2,1-diyl)]bis(4-methyl-2-benzofuran-1(3H)-one)). RXN SMILES: [CH:1]12[NH:8][CH:5]([CH2:6][CH2:7]1)[CH2:4][N:3]([CH2:9][CH:10]([C:12]1[CH:21]=[CH:20][C:15]3[C:16](=[O:19])[O:17][CH2:18][C:14]=3[C:13]=1[CH3:22])[OH:11])[CH2:2]2.[CH3:23][C:24]1[C:32]2[CH2:31][O:30][C:29](=[O:33])[C:28]=2[CH:27]=[CH:26][C:25]=1[CH:34]1[CH2:36][O:35]1>CS(C)=O.O>[CH:1]12[N:8]([CH2:36][CH:34]([C:25]3[CH:26]=[CH:27][C:28]4[C:29](=[O:33])[O:30][CH2:31][C:32]=4[C:24]=3[CH3:23])[OH:35])[CH:5]([CH2:6][CH2:7]1)[CH2:4][N:3]([CH2:9][CH:10]([C:12]1[CH:21]=[CH:20][C:15]3[C:16](=[O:19])[O:17][CH2:18][C:14]=3[C:13]=1[CH3:22])[OH:11])[CH2:2]2. Procedure details: A mixture of isomer (37A) of 5-[2-(3,8-diazabicyclo[3.2.1]oct-3-yl)-1-hydroxyethyl]-4-methyl-2-benzofuran-1(3H)-one (53 mg, 0.175 mmol) and 4-methyl-5-oxiran-2-yl-2-benzofuran-1(3H)-one (57 mg, 0.210 mmol) in 2 mL DMSO was heated under microwave condition (150° C.) for 1 hr. After cooling to rt., the mixture was diluted with water (50 mL), and extracted with EtOAc (3×50 mL). The combined organic layers were washed with brine and dried over Na2SO4, then concentrated. The residue was purified by p... Reactants: C1(=CC=CC=C1)C1=CN=C(S1)NC(=O)N1CCN(CCC1)C(=O)OC(C)(C)C (tert-butyl 4-{[(5-phenyl-1,3-thiazol-2-yl)amino]carbonyl}-1,4-diazepane-1-carboxylate), FC(C(=O)O)(F)F (trifluoroacetic acid). Product: FC(C(=O)[O-])(F)F.C1(=CC=CC=C1)C1=CN=C(S1)NC(=O)N1CC[NH2+]CCC1 (4-{[(5-phenyl-1,3-thiazol-2-yl)amino]carbonyl}-1,4-diazepan-1-ium trifluoroacetate). As a reaction SMILES: [C:1]1([C:7]2[S:11][C:10]([NH:12][C:13]([N:15]3[CH2:21][CH2:20][CH2:19][N:18](C(OC(C)(C)C)=O)[CH2:17][CH2:16]3)=[O:14])=[N:9][CH:8]=2)[CH:6]=[CH:5][CH:4]=[CH:3][CH:2]=1.[F:29][C:30]([F:35])([F:34])[C:31]([OH:33])=[O:32]>>[F:29][C:30]([F:35])([F:34])[C:31]([O-:33])=[O:32].[C:1]1([C:7]2[S:11][C:10]([NH:12][C:13]([N:15]3[CH2:21][CH2:20][CH2:19][NH2+:18][CH2:17][CH2:16]3)=[O:14])=[N:9][CH:8]=2)[CH:2]=[CH:3][CH:4]=[CH:5][CH:6]=1 |f:2.3|. Procedure details: tert-butyl 4-{[(5-phenyl-1,3-thiazol-2-yl)amino]carbonyl}-1,4-diazepane-1-carboxylate (211.0 mg, 0.52 mmol) was treated with trifluoroacetic acid (2.0 ml) for fifteen minutes. The solvent was removed and the residue put under high vacuum to afford 4-{[(5-phenyl-1,3-thiazol-2-yl)amino]carbonyl}-1,4-diazepan-1-ium trifluoroacetate 25. 1H-NMR (500 MHz, DMSO-d6): 8.73 (1H, br s), 8.68 (1H, br s) 7.78 (1H, s), 7.57 (2H, d, J=7.57), 7.40 (2H, t, J=7.57), 7.28 (1H, t, J=7.57), 3.76 (2H, br s), 3.63 (2H... Reactants: O1COC2=C1C=CC=C2CCN (2-benzo[1,3]dioxol-4-yl-ethylamine), C(C)(=O)OC(C)=O (acetic anhydride). The product is O1COC2=C1C=CC=C2CCNC(C)=O (N-(2-Benzo[1,3]dioxol-4-yl-ethyl)-acetamide). Reaction SMILES: [O:1]1[C:5]2[CH:6]=[CH:7][CH:8]=[C:9]([CH2:10][CH2:11][NH2:12])[C:4]=2[O:3][CH2:2]1.[C:13](OC(=O)C)(=[O:15])[CH3:14]>>[O:1]1[C:5]2[CH:6]=[CH:7][CH:8]=[C:9]([CH2:10][CH2:11][NH:12][C:13](=[O:15])[CH3:14])[C:4]=2[O:3][CH2:2]1. Procedure: In close analogy to the procedure described above, 2-benzo[1,3]dioxol-4-yl-ethylamine is reacted with acetic anhydride to provide the title compound.